This data is from the Open Reaction Database (ORD), a public repository of structured organic reaction records. The task is: describe an organic reaction: reactants, conditions, products, and yield Run at time 90 minute. Product: N[C@@H](CCSC)C(=O)N[C@@H](CC(C)C)C(=O)NCC(=O)O (H-Met-Leu-Gly). Reported procedure: 3 g of the tripeptide derivative obtained under (7) are mixed with 60 ml of 0.4 N HCl in ethyl acetate and the reaction mixture is left for 90 minutes at 25° C. It is then evaporated to dryness and the residue (H-Met-Leu-Gly-OMe hydrochloride) is dried for 24 hours over sodium hydroxide at 0.01 mm Hg. Run in C(C)(=O)OCC (ethyl acetate). RXN SMILES: [NH:1](C(OC(C)(C)C)=O)[C@H:2]([C:7]([NH:9][C@H:10]([C:15]([NH:17][CH2:18][C:19]([O:21]C)=[O:20])=[O:16])[CH2:11][CH:12]([CH3:14])[CH3:13])=[O:8])[CH2:3][CH2:4][S:5][CH3:6].Cl>C(OCC)(=O)C>[NH2:1][C@H:2]([C:7]([NH:9][C@H:10]([C:15]([NH:17][CH2:18][C:19]([OH:21])=[O:20])=[O:16])[CH2:11][CH:12]([CH3:14])[CH3:13])=[O:8])[CH2:3][CH2:4][S:5][CH3:6]. Reactants: tripeptide, N([C@@H](CCSC)C(=O)N[C@@H](CC(C)C)C(=O)NCC(=O)OC)C(=O)OC(C)(C)C (BOC-Met-Leu-Gly-OMe), Cl (HCl). Starting materials: CCOC(C)=O, [Cl-], O=C(O)c1cnc(-c2cccc(F)c2)nc1, [K+], [K+], O=C([O-])[O-], O, Nn1ccc2cccnc21. Yields the product O=C(Nn1ccc2cccnc21)c1cnc(-c2cccc(F)c2)nc1. Reaction SMILES: [CH3:34][CH2:35][O:36][C:37]([CH3:38])=[O:39].[Cl-:1].[F:2][c:3]1[cH:4][c:5](-[c:9]2[n:10][cH:11][c:12]([C:15](=[O:16])[OH:17])[cH:13][n:14]2)[cH:6][cH:7][cH:8]1.[K+:28].[K+:29].[O-:30][C:31]([O-:32])=[O:33].[OH2:40].[n:18]1([NH2:27])[cH:19][cH:20][c:21]2[c:22]1[n:23][cH:24][cH:25][cH:26]2>>[F:2][c:3]1[cH:4][c:5](-[c:9]2[n:10][cH:11][c:12]([C:15](=[O:17])[NH:27][n:18]3[cH:19][cH:20][c:21]4[c:22]3[n:23][cH:24][cH:25][cH:26]4)[cH:13][n:14]2)[cH:6][cH:7][cH:8]1. Reactants: NC=1C=C(C(=O)N)C=CC1C (3-amino-4-methylbenzamide), COC=1C=C(C=CC1OC)B(O)O (3,4-dimethoxyphenylboronic acid), O.C(C=O)(=O)O (glyoxylic acid monohydrate). The solvent is C(C)#N (acetonitrile), CN(C)C=O (DMF). Run at temperature 100 celsius. Yields the product C(N)(=O)C=1C=CC(=C(C1)NC(C(=O)O)C1=CC(=C(C=C1)OC)OC)C (2-(5-Carbamoyl-2-methylphenylamino)-2-(3,4-dimethoxyphenyl)acetic acid). Reaction SMILES: [NH2:1][C:2]1[CH:3]=[C:4]([CH:8]=[CH:9][C:10]=1[CH3:11])[C:5]([NH2:7])=[O:6].[CH3:12][O:13][C:14]1[CH:15]=[C:16](B(O)O)[CH:17]=[CH:18][C:19]=1[O:20][CH3:21].O.[C:26]([OH:30])(=[O:29])[CH:27]=O>C(#N)C.CN(C=O)C>[C:5]([C:4]1[CH:8]=[CH:9][C:10]([CH3:11])=[C:2]([NH:1][CH:27]([C:16]2[CH:17]=[CH:18][C:19]([O:20][CH3:21])=[C:14]([O:13][CH3:12])[CH:15]=2)[C:26]([OH:30])=[O:29])[CH:3]=1)(=[O:6])[NH2:7] |f:2.3|. Procedure details: A mixture of 3-amino-4-methylbenzamide (75 mg, 0.5 mmol), 3,4-dimethoxyphenylboronic acid (91 mg, 0.5 mmol) and glyoxylic acid monohydrate (46 mg, 0.5 mmol) in acetonitrile (2.0 mL) and DMF (0.2 mL) was heated at 100° C. for 20 min in a microwave reactor. After removal of solvent, the crude was triturated with methylene chloride. The precipitate formed was collected by filtration and washed with methylene chloride to give 5A after drying. 1H NMR (400 MHz, Methanol-d4) δ ppm 3.79 (s, 3H) 3.81 (s,... Reactants: CN(C)C=O, BrCC1CC1, OCc1c(F)cc(O)cc1F, [H-], [Na+]. Yields the product OCc1c(F)cc(OCC2CC2)cc1F. As a reaction SMILES: [CH3:19][N:20]([CH3:21])[CH:22]=[O:23].[CH:14]1([CH2:17][Br:18])[CH2:15][CH2:16]1.[F:3][c:4]1[cH:5][c:6]([OH:13])[cH:7][c:8]([F:12])[c:9]1[CH2:10][OH:11].[H-:1].[Na+:2]>>[F:3][c:4]1[cH:5][c:6]([O:13][CH2:17][CH:14]2[CH2:15][CH2:16]2)[cH:7][c:8]([F:12])[c:9]1[CH2:10][OH:11].